From a dataset of the Open Reaction Database (ORD), a public repository of structured organic reaction records. describe an organic reaction: reactants, conditions, products, and yield Starting materials: C1(=CC(=CC=C1)C(=O)OC)C (Methyl m-toluate), C1CC(=O)N(C1=O)Br (NBS), CC(C)(C#N)N=NC(C)(C)C#N (AIBN). Product: BrCC=1C=C(C(=O)OC)C=CC1 (methyl m-bromomethylbenzoate). RXN SMILES: [C:1]1([CH3:11])[CH:6]=[CH:5][CH:4]=[C:3]([C:7]([O:9][CH3:10])=[O:8])[CH:2]=1.C1C(=O)N([Br:19])C(=O)C1.CC(N=NC(C#N)(C)C)(C#N)C>>[Br:19][CH2:11][C:1]1[CH:2]=[C:3]([CH:4]=[CH:5][CH:6]=1)[C:7]([O:9][CH3:10])=[O:8]. Reported procedure: Methyl m-toluate was brominated with NBS and AIBN as described in Example 21 to give methyl m-bromomethylbenzoate, and this was further reacted with triethyl phosphite as described in Example 2 without further purification. Reactants: C(C1=CC=CC=C1)N1CC(CCC1)(C1=CC=C(C=C1)C=1C=C2C=CC(=NC2=CC1)OC)O (1-benzyl-3-hydroxy-3-(4-(2-methoxyquinolin-6-yl)phenyl)piperidine), C[Si](C)(C)I (trimethylsilyliodide), BrC1=CC=C(C=C1)C=1C=C2C=CC(=NC2=CC1)OC (6-(4-bromophenyl)-2-methoxyquinoline), material, N1=CC=CC=C1 (pyridine). The solvent is C(Cl)(Cl)Cl (chloroform), CO (methanol). Run at temperature 55 celsius. Product: OC1(CNCCC1)C1=CC=C(C=C1)C=1C=C2C=CC(=NC2=CC1)O (3-hydroxy-3-(4-(2-hydroxyquinolin-6-yl)-phenyl)-piperidine). As a reaction SMILES: C([N:8]1[CH2:13][CH2:12][CH2:11][C:10]([OH:32])([C:14]2[CH:19]=[CH:18][C:17]([C:20]3[CH:21]=[C:22]4[C:27](=[CH:28][CH:29]=3)[N:26]=[C:25]([O:30]C)[CH:24]=[CH:23]4)=[CH:16][CH:15]=2)[CH2:9]1)C1C=CC=CC=1.BrC1C=CC(C2C=C3C(=CC=2)N=C(OC)C=C3)=CC=1.N1C=CC=CC=1.C[Si](I)(C)C>CO.C(Cl)(Cl)Cl>[OH:32][C:10]1([C:14]2[CH:15]=[CH:16][C:17]([C:20]3[CH:21]=[C:22]4[C:27](=[CH:28][CH:29]=3)[N:26]=[C:25]([OH:30])[CH:24]=[CH:23]4)=[CH:18][CH:19]=2)[CH2:11][CH2:12][CH2:13][NH:8][CH2:9]1. Procedure details: By the method described in Preparation 7, 1-benzyl-3-hydroxy-3-(4-(2-methoxyquinolin-6-yl)phenyl)piperidine is prepared from 6-(4-bromophenyl)-2-methoxyquinoline. This material (0.20 g, 0.471 mmol) is placed in a sealed tube under nitrogen with chloroform (5 mL), pyridine (0.02 ml, 0.075 mmol). and trimethylsilyliodide (0.107 ml, 0.754 mmol). The mixture is heated slowly to 55° C. in an oil bath for fifteen hours with stirring. The sealed tube is cooled to 0° C., opened and the contents diluted ...